Dataset: the Open Reaction Database (ORD), a public repository of structured organic reaction records. Task: describe an organic reaction: reactants, conditions, products, and yield The reactants are [N+](=O)([O-])[O-].[Ag+] (silver nitrate), N1N=NC2=C1C=CC=C2 (benzotriazole), O.N (ammonia water). Yields the product N1N=NC2=C1C=CC=C2.[Ag] (Silver benzotriazole). RXN SMILES: [N+]([O-])([O-])=O.[Ag+:5].[NH:6]1[C:10]2[CH:11]=[CH:12][CH:13]=[CH:14][C:9]=2[N:8]=[N:7]1.O.N>>[NH:6]1[C:10]2[CH:11]=[CH:12][CH:13]=[CH:14][C:9]=2[N:8]=[N:7]1.[Ag:5] |f:0.1,3.4,5.6|. Procedure details: Prepared in the manner that an aqueous ammoniacal silver nitrate solution and benzotriazole (containing ammonia water of 0.2 mol thereto) were added by a double-jet method to an aqueous 10 mol % phenylcarbamoyl gelatin solution at 50° C., and after completion of the addition, its pH was lowered for coagulation and desalting to thereby obtain needle crystals each being 0.1 to 0.2 μm in width and 0.5 to 2 μm in length. ##STR2## The reactants are O (water), OC=1C=C(C(=O)OC)C=C(C1)O (methyl 3,5-dihydroxybenzoate), FC(S(=O)(=O)C1=CC=C(C=C1)Cl)(F)F (4-(trifluoromethylsulfonyl)chlorobenzene), C([O-])([O-])=O.[K+].[K+] (potassium carbonate). Run in CN(C)C=O (DMF). Conditions: temperature 100 celsius. The product is COC(C1=CC(=CC(=C1)OC1=CC=C(C=C1)S(=O)(=O)C(F)(F)F)OC1=CC=C(C=C1)S(=O)(=O)C(F)(F)F)=O (3,5-bis-(4-trifluoromethanesulfonyl-phenoxy)-benzoic acid methyl ester). RXN SMILES: [OH:1][C:2]1[CH:3]=[C:4]([CH:9]=[C:10]([OH:12])[CH:11]=1)[C:5]([O:7][CH3:8])=[O:6].[F:13][C:14]([F:26])([F:25])[S:15]([C:18]1[CH:23]=[CH:22][C:21](Cl)=[CH:20][CH:19]=1)(=[O:17])=[O:16].C(=O)([O-])[O-].[K+].[K+].[OH2:33]>CN(C=O)C>[CH3:8][O:7][C:5](=[O:6])[C:4]1[CH:3]=[C:2]([O:1][C:21]2[CH:22]=[CH:23][C:18]([S:15]([C:14]([F:26])([F:25])[F:13])(=[O:17])=[O:16])=[CH:19][CH:20]=2)[CH:11]=[C:10]([O:12][C:21]2[CH:20]=[CH:19][C:18]([S:15]([C:14]([F:26])([F:13])[F:25])(=[O:16])=[O:33])=[CH:23][CH:22]=2)[CH:9]=1 |f:2.3.4|. Reported procedure: A mixture of methyl 3,5-dihydroxybenzoate (100 mg, 0.595 mmol), 4-(trifluoromethylsulfonyl)chlorobenzene (291 mg, 2 equiv.) and potassium carbonate (330 mg, 4 equiv.) in DMF was heated to 100° C. overnight. The reaction was poured into water, extracted with EtOAc, washed the organic layer with water, brine, dried and concentrate. The residue was column chromatographed (1:2 EtOAc: Hex) to give 3,5-bis-(4-trifluoromethanesulfonyl-phenoxy)-benzoic acid methyl ester. 1HNMR (360 MHz, DMSO-d6) δ 8.12 ... Starting materials: C(C1=CC=CC=C1)(=O)OC1=CC=C(C=C1)O (4-hydroxyphenyl benzoate), [N+](=O)(O)[O-] (nitric acid). Solvent: C(C)(=O)O (acetic acid). Run at temperature 20 celsius, time 56 hour. Product: C(C1=CC=CC=C1)(=O)OC1=CC(=C(C=C1)O)[N+](=O)[O-] (4-Hydroxy-3-nitrophenyl benzoate). Yield: 97.0%. RXN SMILES: [C:1]([O:9][C:10]1[CH:15]=[CH:14][C:13]([OH:16])=[CH:12][CH:11]=1)(=[O:8])[C:2]1[CH:7]=[CH:6][CH:5]=[CH:4][CH:3]=1.[N+:17]([O-])([OH:19])=[O:18]>C(O)(=O)C>[C:1]([O:9][C:10]1[CH:11]=[CH:12][C:13]([OH:16])=[C:14]([N+:17]([O-:19])=[O:18])[CH:15]=1)(=[O:8])[C:2]1[CH:3]=[CH:4][CH:5]=[CH:6][CH:7]=1. Procedure: To a stirred solution of 4-hydroxyphenyl benzoate (10 g, 47 mmol) in acetic acid (250 mL) was added, dropwise with external ice-bath cooling, nitric acid (d=1.42, 2.9 mL) (T=10° C.). The mixture was warmed to 20° C. and stirred for a further 56 h. The solution was evaporated in vacuo and water added to the residue. The resulting yellow solid was collected by filtration, washed with water and dried in vacuo to give the title compound (11.8 g, 97%). The reactants are O1COC2=C1C=CC(=C2)C2(CCC1(OCCO1)CC2)O (8-(1,3-benzodioxol-5-yl)-1,4dioxaspiro[4.5]decan-8-ol). Run in C1(=CC=CC=C1)C (toluene). Yields the product O1COC2=C1C=CC(=C2)C2=CCC1(OCCO1)CC2 (8-(1,3-Benzodioxol-5-yl)-1,4-dioxaspiro[4,5]dec-7-ene). Yield: 73.0%. Reaction SMILES: [O:1]1[C:5]2[CH:6]=[CH:7][C:8]([C:10]3(O)[CH2:19][CH2:18][C:13]4([O:17][CH2:16][CH2:15][O:14]4)[CH2:12][CH2:11]3)=[CH:9][C:4]=2[O:3][CH2:2]1>C1(C)C=CC=CC=1>[O:1]1[C:5]2[CH:6]=[CH:7][C:8]([C:10]3[CH2:19][CH2:18][C:13]4([O:14][CH2:15][CH2:16][O:17]4)[CH2:12][CH:11]=3)=[CH:9][C:4]=2[O:3][CH2:2]1. Reported procedure: A solution of 8-(1,3-benzodioxol-5-yl)-1,4dioxaspiro[4.5]decan-8-ol in toluene was reacted as described in example 2 to give the product (73%, mp: 75°-76° C.). Calc'd for C15H16O4 : C, 69.22%; H, 6.20%. Found: C, 69.19%; H, 6.14%. The reactants are C(C(=O)C1=CC=CC=C1)Cl (phenacyl chloride), C(C1=CC=CC=C1)=O (benzaldehyde). Yields the product C1(=CC=CC=C1)C(CCl)O (1-phenyl-2-chloroethanol). Yield: 103.3%. Reaction SMILES: [CH2:1]([Cl:10])[C:2]([C:4]1[CH:9]=[CH:8][CH:7]=[CH:6][CH:5]=1)=[O:3].C(=O)C1C=CC=CC=1>>[C:4]1([CH:2]([OH:3])[CH2:1][Cl:10])[CH:9]=[CH:8][CH:7]=[CH:6][CH:5]=1. Reported procedure: The procedure of Example 10 was followed using 0.773 g (5 mmol) of phenacyl chloride in lieu of benzaldehyde, to give 809 mg of 1-phenyl-2-chloroethanol as an oil. Conversion rate: 97.5%; yield 80.4%. Starting materials: O=c1cc(OCc2ccc(Br)cn2)ccn1CCc1ccc2c(c1)CCNCC2, CC(=O)O[BH-](OC(C)=O)OC(C)=O, C=O, C1CCOC1, [Na+]. Product: CN1CCc2ccc(CCn3ccc(OCc4ccc(Br)cn4)cc3=O)cc2CC1. As a reaction SMILES: [Br:1][c:2]1[cH:3][cH:4][c:5]([CH2:8][O:9][c:10]2[cH:11][c:12](=[O:29])[n:13]([CH2:16][CH2:17][c:18]3[cH:19][c:20]4[c:21]([cH:27][cH:28]3)[CH2:22][CH2:23][NH:24][CH2:25][CH2:26]4)[cH:14][cH:15]2)[n:6][cH:7]1.[C:32]([O:33][BH-:34]([O:35][C:36](=[O:37])[CH3:38])[O:39][C:40](=[O:41])[CH3:42])(=[O:43])[CH3:44].[CH2:30]=[O:31].[CH2:46]1[O:47][CH2:48][CH2:49][CH2:50]1.[Na+:45]>>[Br:1][c:2]1[cH:3][cH:4][c:5]([CH2:8][O:9][c:10]2[cH:11][c:12](=[O:29])[n:13]([CH2:16][CH2:17][c:18]3[cH:19][c:20]4[c:21]([cH:27][cH:28]3)[CH2:22][CH2:23][N:24]([CH3:32])[CH2:25][CH2:26]4)[cH:14][cH:15]2)[n:6][cH:7]1. The reactants are Nc1n[nH]c(-c2ccccc2)c1Br, CCOC(C)=O, CCCCCC, COc1cc(N2CCN(C(=O)CCl)CC2)ccc1Cl, [K+], [K+], O=C([O-])[O-], CN(C)C=O. Product: COc1cc(N2CCN(C(=O)Cn3nc(N)c(Br)c3-c3ccccc3)CC2)ccc1Cl. RXN SMILES: [Br:1][c:2]1[c:3]([NH2:13])[n:4][nH:5][c:6]1-[c:7]1[cH:8][cH:9][cH:10][cH:11][cH:12]1.[C:44]([O:45][CH2:46][CH3:47])(=[O:48])[CH3:49].[CH3:50][CH2:51][CH2:52][CH2:53][CH2:54][CH3:55].[Cl:20][CH2:21][C:22](=[O:23])[N:24]1[CH2:25][CH2:26][N:27]([c:30]2[cH:31][c:32]([O:37][CH3:38])[c:33]([Cl:36])[cH:34][cH:35]2)[CH2:28][CH2:29]1.[K+:14].[K+:15].[O-:16][C:17]([O-:18])=[O:19].[O:39]=[CH:40][N:41]([CH3:42])[CH3:43]>>[Br:1][c:2]1[c:3]([NH2:13])[n:4][n:5]([CH2:21][C:22](=[O:23])[N:24]2[CH2:25][CH2:26][N:27]([c:30]3[cH:31][c:32]([O:37][CH3:38])[c:33]([Cl:36])[cH:34][cH:35]3)[CH2:28][CH2:29]2)[c:6]1-[c:7]1[cH:8][cH:9][cH:10][cH:11][cH:12]1. Reactants: CC1(COC2=C1C=C(C=C2)B(O)O)C (3,3-dimethyl-2,3-dihydro-benzofuran-5-boronic acid), C1(=CC=CC=C1)C (toluene), CO (methanol), CC1(COC2=C1C=C(C=C2)B(O)O)C (3,3-dimethyl-2,3-dihydro-benzofuran-5-boronic acid), Intermediate 69, C([O-])([O-])=O.[Na+].[Na+] (sodium carbonate). Reagents/catalysts: C=1C=CC(=CC1)[P](C=2C=CC=CC2)(C=3C=CC=CC3)[Pd]([P](C=4C=CC=CC4)(C=5C=CC=CC5)C=6C=CC=CC6)([P](C=7C=CC=CC7)(C=8C=CC=CC8)C=9C=CC=CC9)[P](C=1C=CC=CC1)(C=1C=CC=CC1)C=1C=CC=CC1 (tetrakis(triphenylphosphine)palladium(0)). The solvent is O (water), C(C)(=O)OCC (ethyl acetate), CCCCCC (hexane). The product is CC1(COC2=C1C=C(C=C2)\C=C/CO)C (3,3-Dimethyl-5-(3-hydroxy-prop-(1Z)-enyl)-2,3-dihydro-benzofuran). RXN SMILES: [CH3:1][C:2]1([CH3:14])[C:6]2[CH:7]=[C:8](B(O)O)[CH:9]=[CH:10][C:5]=2[O:4][CH2:3]1.CO.[C:17]1([CH3:23])C=CC=C[CH:18]=1.C(=O)([O-])[O-:25].[Na+].[Na+]>CCCCCC.C1C=CC([P]([Pd]([P](C2C=CC=CC=2)(C2C=CC=CC=2)C2C=CC=CC=2)([P](C2C=CC=CC=2)(C2C=CC=CC=2)C2C=CC=CC=2)[P](C2C=CC=CC=2)(C2C=CC=CC=2)C2C=CC=CC=2)(C2C=CC=CC=2)C2C=CC=CC=2)=CC=1.C(OCC)(=O)C.O>[CH3:1][C:2]1([CH3:14])[C:6]2[CH:7]=[C:8](/[CH:18]=[CH:17]\[CH2:23][OH:25])[CH:9]=[CH:10][C:5]=2[O:4][CH2:3]1 |f:3.4.5,^1:39,41,60,79|. Procedure: Following General Procedure B and using 3,3-dimethyl-2,3-dihydro-benzofuran-5-boronic acid (Intermediate 3, crude, 10 mmol), 3-iodo-prop-2 (Z)-ene-ol (Intermediate 69, 1.35 g, 7.29 mmol), methanol (20 mL), toluene (40 mL), water (10 mL), sodium carbonate (1.58 g, 15 mmol) and tetrakis(triphenylphosphine)palladium(0)(100 mg), followed by flash column chromatography over silica gel (230-400 mesh) using 15% ethyl acetate in hexane as the eluent the title compound was obtained (0.16 g, 8%). Reactants: COc1cc(OC)cc(C(C)Nc2cc(N3CCN(C(=O)OC(C)(C)C)CC3)ccc2C(=O)C(F)(F)F)c1, CO, CCOCC, ClCCl, Cl. Yields the product COc1cc(OC)cc(C(C)Nc2cc(N3CCNCC3)ccc2C(=O)C(F)(F)F)c1, Cl. Reaction SMILES: [CH3:1][O:2][c:3]1[cH:4][c:5]([CH:11]([CH3:12])[NH:13][c:14]2[cH:15][c:16]([N:26]3[CH2:27][CH2:28][N:29]([C:32]([O:33][C:34]([CH3:35])([CH3:36])[CH3:37])=[O:38])[CH2:30][CH2:31]3)[cH:17][cH:18][c:19]2[C:20]([C:21]([F:22])([F:23])[F:24])=[O:25])[cH:6][c:7]([O:9][CH3:10])[cH:8]1.[CH3:43][OH:44].[CH3:45][CH2:46][O:47][CH2:48][CH3:49].[Cl:40][CH2:41][Cl:42].[ClH:39]>>[CH3:1][O:2][c:3]1[cH:4][c:5]([CH:11]([CH3:12])[NH:13][c:14]2[cH:15][c:16]([N:26]3[CH2:27][CH2:28][NH:29][CH2:30][CH2:31]3)[cH:17][cH:18][c:19]2[C:20]([C:21]([F:22])([F:23])[F:24])=[O:25])[cH:6][c:7]([O:9][CH3:10])[cH:8]1.[ClH:39].